From a dataset of the Open Reaction Database (ORD), a public repository of structured organic reaction records. describe an organic reaction: reactants, conditions, products, and yield Reactants: C([O-])([O-])=O.[K+].[K+] (potassium carbonate), C1[C@@H]([C@H]([C@@H]([C@H]([C@@H]1N)O[C@@H]2[C@@H]([C@H]([C@@H]([C@H](O2)CO)O)N)O)O)O[C@@H]3[C@@H](C[C@@H]([C@H](O3)CN)O)N)N (tobramycin), ClC(=O)OC(C1=CC=CC=C1)=O (benzoyl chloroformate). Solvent: C(Cl)Cl (methylene chloride), N1=CC=CC=C1 (pyridine), CO (methanol). The product is C(C1=CC=CC=C1)(=O)Cl (benzoyl chloride), N,N-dimethyl-α-chloroformimidinium chloride. As a reaction SMILES: [CH2:1]1[C@@H:6](N)[C@H:5](O[C@H]2O[C@H](CO)[C@@H](O)[C@H](N)[C@H]2O)[C@@H:4](O)[C@H:3](O[C@H]2O[C@H](CN)[C@@H](O)C[C@H]2N)[C@H:2]1N.[Cl:33][C:34](OC(=O)C1C=CC=CC=1)=[O:35].C(=O)([O-])[O-].[K+].[K+]>CO.C(Cl)Cl.N1C=CC=CC=1>[C:34]([Cl:33])(=[O:35])[C:6]1[CH:5]=[CH:4][CH:3]=[CH:2][CH:1]=1 |f:2.3.4|. Procedure details: When the requisite 5-O-thioformyl intermediate is prepared by reacting tobramycin with an excess of benzoyl chloroformate and potassium carbonate in aqueous methanol in a manner similar to that described in Preparation 1A(1) followed by reaction of the thereby formed 1,3,2',6',3"-penta-N-benzyloxycarbonyltobramycin with benzoyl chloride in pryidine in the manner of Preparation 1C(1) thence reaction of the resulting 1,3,2',6',3"-penta-N-benzyloxycarbonyl-4',2",4",6"-tetra-O-benzoyltobramycin with... Reactants: ClC1=C(C=C(C=C1)N1CC(CC1)NC(OC(C)(C)C)=O)C(=O)NCC12CC3CC(CC(C1)C3)C2 ((+/−)-[1-[4-chloro-3-[[(tricyclo[3.3.1.13,7]dec-1-ylmethyl)amino]carbonyl]phenyl]-3-pyrrolidinyl]-carbamic acid, 1,1-dimethylethyl ester), CO (methanol), Cl (hydrochloric acid), solution. Run in O1CCOCC1 (dioxane). The product is Cl.NC1CN(CC1)C=1C=CC(=C(C(=O)NCC23CC4CC(CC(C2)C4)C3)C1)Cl ((+/−)-5-(3-Amino-1-pyrrolidinyl)-2-chloro-N-(tricyclo[3.3.1.13,7]dec-1-ylmethyl)-benzamide, hydrochloride salt). RXN SMILES: [Cl:1][C:2]1[CH:7]=[CH:6][C:5]([N:8]2[CH2:12][CH2:11][CH:10]([NH:13]C(=O)OC(C)(C)C)[CH2:9]2)=[CH:4][C:3]=1[C:21]([NH:23][CH2:24][C:25]12[CH2:34][CH:29]3[CH2:30][CH:31]([CH2:33][CH:27]([CH2:28]3)[CH2:26]1)[CH2:32]2)=[O:22].Cl.CO>O1CCOCC1>[ClH:1].[NH2:13][CH:10]1[CH2:11][CH2:12][N:8]([C:5]2[CH:6]=[CH:7][C:2]([Cl:1])=[C:3]([CH:4]=2)[C:21]([NH:23][CH2:24][C:25]23[CH2:26][CH:27]4[CH2:28][CH:29]([CH2:30][CH:31]([CH2:33]4)[CH2:32]2)[CH2:34]3)=[O:22])[CH2:9]1 |f:4.5|. Reported procedure: Prepared as described in example 5d) above using (+/−)-[1-[4-chloro-3-[[(tricyclo[3.3.1.13,7]dec-1-ylmethyl)amino]carbonyl]phenyl]-3-pyrrolidinyl]-carbamic acid, 1,1-dimethylethyl ester (Example 7c), hydrochloric acid (0.5 ml of a 4N solution in dioxane) and methanol (5 ml). Evaporation under reduced pressure gave a solid on trirtuation with diethyl ether. Recrystallisation from methanol/diethyl ether gave the title compound as a solid (0.030 g).